Dataset: the Open Reaction Database (ORD), a public repository of structured organic reaction records. Task: describe an organic reaction: reactants, conditions, products, and yield Product: C(CC)C=1N(C=CN1)C1=CC=C(CO)C=C1 (4-(2-Propylimidazol-1-yl)benzyl alcohol). RXN SMILES: [CH2:1]([C:4]1[NH:5][CH:6]=[CH:7][N:8]=1)[CH2:2][CH3:3].F[C:10]1[CH:20]=[CH:19][C:13]([C:14](OCC)=[O:15])=[CH:12][CH:11]=1>>[CH2:1]([C:4]1[N:5]([C:10]2[CH:20]=[CH:19][C:13]([CH2:14][OH:15])=[CH:12][CH:11]=2)[CH:6]=[CH:7][N:8]=1)[CH2:2][CH3:3]. Reactants: C(CC)C=1NC=CN1 (2-propylimidazol), FC1=CC=C(C(=O)OCC)C=C1 (ethyl 4-fluorobenzoate). Procedure details: Prepared from 2-propylimidazol and ethyl 4-fluorobenzoate. Reactants: CO, CCOCC, Clc1ccc(C(=C2SCCCS2)C2CC2)cc1, Cl[Hg]Cl, O. Yields the product COC(=O)C(c1ccc(Cl)cc1)C1CC1. As a reaction SMILES: [CH3:19][OH:20].[CH3:21][CH2:22][O:23][CH2:24][CH3:25].[Cl:1][c:2]1[cH:3][cH:4][c:5]([C:8](=[C:9]2[S:10][CH2:11][CH2:12][CH2:13][S:14]2)[CH:15]2[CH2:16][CH2:17]2)[cH:6][cH:7]1.[Cl:26][Hg:27][Cl:28].[OH2:18]>>[Cl:1][c:2]1[cH:3][cH:4][c:5]([CH:8]([C:9](=[O:18])[O:20][CH3:19])[CH:15]2[CH2:16][CH2:17]2)[cH:6][cH:7]1. The reactants are N[C@H]1CC[C@]23[C@](CC4=C(C=5CNC(C5C=C4OCC4=CC=CC=C4)=O)O2)([C@H](CC[C@H]3C1(C)C)C)C ((6aR,7S,9aS,11S,13aS)-11-amino-5-benzyloxy-2,3,6,6a,7,8,9,9a,10,11,12,13-dodecahydro-6a,7,10,10-tetramethyl-3-oxo-1H-benzo[8,8a][1]benzopyrano[2,3-e]isoindole). Reagents/catalysts: [C].[Pd] (palladium-carbon). Run in CO (methanol). Reaction conditions: time 1 hour. The product is N[C@H]1CC[C@]23[C@](CC4=C(C=5CNC(C5C=C4O)=O)O2)([C@H](CC[C@H]3C1(C)C)C)C ((6aR,7S,9aS,11S,13aS)-11-amino-2,3,6,6a,7,8,9,9a,10,11,12,13-dodecahydro-5-hydroxy-6a,7,10,10-tetramethyl-3-oxo-1H-benzo[8,8a][1]benzopyrano[2,3-e]isoindole). Yield: 66.0%. As a reaction SMILES: [NH2:1][C@@H:2]1[C:31]([CH3:33])([CH3:32])[C@H:30]2[C@@:5]3([O:26][C:9]4[C:10]5[CH2:11][NH:12][C:13](=[O:25])[C:14]=5[CH:15]=[C:16]([O:17]CC5C=CC=CC=5)[C:8]=4[CH2:7][C@:6]3([CH3:35])[C@@H:27]([CH3:34])[CH2:28][CH2:29]2)[CH2:4][CH2:3]1>CO.[C].[Pd]>[NH2:1][C@@H:2]1[C:31]([CH3:33])([CH3:32])[C@H:30]2[C@@:5]3([O:26][C:9]4[C:10]5[CH2:11][NH:12][C:13](=[O:25])[C:14]=5[CH:15]=[C:16]([OH:17])[C:8]=4[CH2:7][C@:6]3([CH3:35])[C@@H:27]([CH3:34])[CH2:28][CH2:29]2)[CH2:4][CH2:3]1 |f:2.3|. Procedure: To Compound (46a) (30 mg, 0.063 mmol) dissolved in 4.0 ml of methanol was added 6 mg of 10% palladium-carbon, and the mixture stirred under hydrogen atmosphere for 1 hour at room temperature. After the palladium-carbon was removed by filtration, the filtrate was concentrated under reduced pressure. The residue was crystallized from diethyl ether, and recrystallized from diethyl ether-methanol to give 16 mg (48%) of Compound (47a). The reactants are C1(CC1)CN(C1=CC(=C(C#N)C=C1)C(F)(F)F)CCCO (4-[(cyclopropylmethyl)(3-hydroxypropyl)amino]-2-(trifluoromethyl)benzonitrile), COC1=CC=C(C=C1)O (4-methoxyphenol). Product: C1(CC1)CN(C1=CC(=C(C#N)C=C1)C(F)(F)F)CCCOC1=CC=C(C=C1)OC (4-[(Cyclopropylmethyl)(3-{[4-(methyloxy)phenyl]oxy}propyl)amino]-2-(trifluoromethyl)benzonitrile). As a reaction SMILES: [CH:1]1([CH2:4][N:5]([CH2:18][CH2:19][CH2:20][OH:21])[C:6]2[CH:13]=[CH:12][C:9]([C:10]#[N:11])=[C:8]([C:14]([F:17])([F:16])[F:15])[CH:7]=2)[CH2:3][CH2:2]1.[CH3:22][O:23][C:24]1[CH:29]=[CH:28][C:27](O)=[CH:26][CH:25]=1>>[CH:1]1([CH2:4][N:5]([CH2:18][CH2:19][CH2:20][O:21][C:27]2[CH:28]=[CH:29][C:24]([O:23][CH3:22])=[CH:25][CH:26]=2)[C:6]2[CH:13]=[CH:12][C:9]([C:10]#[N:11])=[C:8]([C:14]([F:16])([F:17])[F:15])[CH:7]=2)[CH2:2][CH2:3]1. Procedure: Synthesized as described in Example 1C from 4-[(cyclopropylmethyl)(3-hydroxypropyl)amino]-2-(trifluoromethyl)benzonitrile and 4-methoxyphenol: MS (APCI) m/z 405 (M+1). Starting materials: C([O-])([O-])=O.[K+].[K+] (Potassium carbonate), C(C)(C)(C)C1=C(C=CC(=C1)C(C)(C)C)O (2,4-di-t-butylphenol), C1(=CC=CC=C1)S(=O)(=O)O[C@H](C(=O)OC)C (Methyl (2S)-2-(Phenylsulfonyl)oxypropanate). Run in CS(=O)C (dimethyl sulfoxide), CS(=O)C (dimethyl sulfoxide). Run at time 8 hour. Product: C(C)(C)(C)C1=C(C=CC(=C1)C(C)(C)C)O[C@@H](C(=O)OC)C (Methyl (2R)-2-(2,4-Di-t-butylphenyloxy)propanate). Yield: 84.2%. As a reaction SMILES: C(=O)([O-])[O-].[K+].[K+].[C:7]([C:11]1[CH:16]=[C:15]([C:17]([CH3:20])([CH3:19])[CH3:18])[CH:14]=[CH:13][C:12]=1[OH:21])([CH3:10])([CH3:9])[CH3:8].C1(S(O[C@@H:32]([CH3:37])[C:33]([O:35][CH3:36])=[O:34])(=O)=O)C=CC=CC=1>CS(C)=O>[C:7]([C:11]1[CH:16]=[C:15]([C:17]([CH3:20])([CH3:19])[CH3:18])[CH:14]=[CH:13][C:12]=1[O:21][C@H:32]([CH3:37])[C:33]([O:35][CH3:36])=[O:34])([CH3:10])([CH3:9])[CH3:8] |f:0.1.2|. Reported procedure: Potassium carbonate (5.66 g, 41 mmol) and 2,4-di-t-butylphenol (8.87 g, 43 mmol) were dissolved in dimethyl sulfoxide (175 mL) at 25° C. and allowed to stir overnight under a nitrogen atmosphere to ensure complete anion formation. A solution of 10.0 g (41 mmol) of methyl (2S)-2-(phenylsulfonyl)oxypropanate (12) in dimethyl sulfoxide (50 mL) was added to the anion at 25° C. and the reaction mixture was allowed to stir overnight. The reaction was quenched with water (200 mL) and the phases were se... Starting materials: NC=1NC2=C(N1)C=CC=C2 (2-aminobenzimidazole), C1(=CC=CC=C1)CCBr (2-phenylethyl bromide). Solvent: C=1(C(=CC=CC1)C)C (xylene). The product is Br.C1(=CC=CC=C1)CCN1C(N(C2=C1C=CC=C2)CCC2=CC=CC=C2)=N (1,3-dihydro-1,3-bis(2-phenylethyl)-2H-benzimidazol-2-imine hydrobromide). Isolated yield 32.2%. As a reaction SMILES: [NH2:1][C:2]1[NH:3][C:4]2[CH:10]=[CH:9][CH:8]=[CH:7][C:5]=2[N:6]=1.[C:11]1([CH2:17][CH2:18][Br:19])[CH:16]=[CH:15][CH:14]=[CH:13][CH:12]=1>C1(C)C(C)=CC=CC=1>[BrH:19].[C:11]1([CH2:17][CH2:18][N:3]2[C:4]3[CH:10]=[CH:9][CH:8]=[CH:7][C:5]=3[N:6]([CH2:18][CH2:17][C:11]3[CH:16]=[CH:15][CH:14]=[CH:13][CH:12]=3)[C:2]2=[NH:1])[CH:16]=[CH:15][CH:14]=[CH:13][CH:12]=1 |f:3.4|. Procedure details: A mixture of 13.3 g of 2-aminobenzimidazole, 18.5 g of 2-phenylethyl bromide, and 300 ml of xylene is heated as in Example 1. Subsequently, the solution is concentrated to dryness, the residue is dissolved in boiling acetonitrile, and clarified by filtration. The crystalline product that separates in the cooled filtrate is filtered to give 6.8 g of 1,3-dihydro-1,3-bis(2-phenylethyl)-2H-benzimidazol-2-imine hydrobromide, m.p. 259°-260°. The reactants are C1(N=CN2C3=C(C=CC=C13)CC2)C=2C(NC(C2C2=C1C=CN=CC1=CC=C2)=O)=O (3-(5,6-dihydro-1H-pyrrolo[3,2,1-ij]quinazolin-1-yl)-4-(isoquinolin-5-yl)-2,5-dioxopyrrole), C=O (formalin), [OH-].[Na+] (sodium hydroxide), ice water. Solvent: CN(C=O)C (dimethylformamide), C(C)(=O)O (acetic acid). Run at temperature 65 celsius, time 2 hour. The product is CC1CC=2C=CC=C3C(N=CN1C23)C=2C(NC(C2C2=C3C=CN=CC3=CC=C2)=O)=O (3-(5-methyl-5,6-dihydro-1H-pyrrolo[3,2,1-ij]quinazolin-1-yl)-4-(isoquinolin-5-yl)-2,5-dioxopyrrole). As a reaction SMILES: [CH:1]1([C:13]2[C:14](=[O:29])[NH:15][C:16](=[O:28])[C:17]=2[C:18]2[CH:27]=[CH:26][CH:25]=[C:24]3[C:19]=2[CH:20]=[CH:21][N:22]=[CH:23]3)[C:10]2[C:5]3=[C:6]([CH2:11][CH2:12][N:4]3[CH:3]=[N:2]1)[CH:7]=[CH:8][CH:9]=2.[CH2:30]=O.[OH-].[Na+]>CN(C)C=O.C(O)(=O)C>[CH3:30][CH:12]1[N:4]2[C:5]3[C:10]([CH:1]([C:13]4[C:14](=[O:29])[NH:15][C:16](=[O:28])[C:17]=4[C:18]4[CH:27]=[CH:26][CH:25]=[C:24]5[C:19]=4[CH:20]=[CH:21][N:22]=[CH:23]5)[N:2]=[CH:3]2)=[CH:9][CH:8]=[CH:7][C:6]=3[CH2:11]1 |f:2.3|. Reported procedure: Add a solution of 3-(5,6-dihydro-1H-pyrrolo[3,2,1-ij]quinazolin-1-yl)-4-(isoquinolin-5-yl)-2,5-dioxopyrrole (0.300 g, 0.7853 mmol) in anhydrous dimethylformamide (1.5 mL) to formalin (37% solution in water, 0.750 ml) in 2 ml glacial acetic acid and stir at 65° C. for 2 hours. Pour into ice water and neutralize with 5.0N sodium hydroxide. Extract with 200 mL ethyl acetate, wash sequentially with water (1×75 mL), and saturated aqueous sodium chloride (1×75 mL), dry over anhydrous magnesium sulfate... The reactants are C(=O)(N1C=NC=C1)N1C=NC=C1 (Carbonyldiimidazole), ClC1=C(C=NN1C)C(=O)O (5-chloro-1-methyl-1H-pyrazole-4-carboxylic acid), C1(CC1)N (Cyclopropylamine). The solvent is O1CCCC1 (tetrahydrofuran). Product: ClC1=C(C=NN1C)C(=O)NC1CC1 (5-chloro-1-methyl-N-cyclopropyl-1H-pyrazole-4-carboxamide). Yield: 116.9%. As a reaction SMILES: C(N1C=CN=C1)(N1C=CN=C1)=O.[Cl:13][C:14]1[N:18]([CH3:19])[N:17]=[CH:16][C:15]=1[C:20]([OH:22])=O.[CH:23]1([NH2:26])[CH2:25][CH2:24]1>O1CCCC1>[Cl:13][C:14]1[N:18]([CH3:19])[N:17]=[CH:16][C:15]=1[C:20]([NH:26][CH:23]1[CH2:25][CH2:24]1)=[O:22]. Reported procedure: Carbonyldiimidazole (3.6 grams, 0.022 mole) was added to a solution of 5-chloro-1-methyl-1H-pyrazole-4-carboxylic acid (2.4 grams, 0.015 mole) in 40 ml. of tetrahydrofuran, and the solution was stirred at room temperature for twenty minutes. Cyclopropylamine (1.3 grams, 0.022 mole) was then added and the reaction mixture was stirred at room temperature for sixteen hours. Solvent was removed in vacuo and the residue was taken up in 250 ml. of chloroform, washed with water, washed with saturated b...